This data is from the Open Reaction Database (ORD), a public repository of structured organic reaction records. The task is: describe an organic reaction: reactants, conditions, products, and yield Starting materials: C(CO)(=O)OCC (ethyl glycolate), C([O-])([O-])=O.[Cs+].[Cs+] (cesium carbonate), ClC=1C=C(C(=NC1)C#N)F (5-chloro-3-fluoropicolinonitrile), CN1CCCC1=O (NMP), C(CO)(=O)OCC (ethyl glycolate). Run in CCOC(=O)C (EtOAc), O (water). Reaction conditions: time 20 minute. Yields the product ClC=1C=C(C(=NC1)C#N)OCC(=O)OCC (ethyl 2-((5-chloro-2-cyanopyridin-3-yl)oxy)acetate). Isolated yield 69.1%. As a reaction SMILES: C(=O)([O-])[O-].[Cs+].[Cs+].[Cl:7][C:8]1[CH:9]=[C:10](F)[C:11]([C:14]#[N:15])=[N:12][CH:13]=1.CN1C(=O)CCC1.[C:24]([O:28][CH2:29][CH3:30])(=[O:27])[CH2:25][OH:26]>CCOC(C)=O.O>[Cl:7][C:8]1[CH:9]=[C:10]([O:26][CH2:25][C:24]([O:28][CH2:29][CH3:30])=[O:27])[C:11]([C:14]#[N:15])=[N:12][CH:13]=1 |f:0.1.2|. Reported procedure: To a mixture of cesium carbonate (1.63 g, 5.01 mmol) and 5-chloro-3-fluoropicolinonitrile (0.784 g, 5.01 mmol) was added NMP (5 mL) and ethyl glycolate (0.52 mL, 5.49 mmol). The reaction mixture was stirred at RT for 20 min, heated to 80° C. for 1 h and additional ethyl glycolate (0.10 mL) was added. Stirring was continued at 80° C. for 2 h and the reaction mixture was cooled to RT. The reaction was and diluted with EtOAc and water. The aqueous phase was extracted with EtOAc (2×) and the combine... Reactants: C(CC)C1=NC2=C(N1CC1=CC=C(C=C1)C=1C(=CC=CC1)C(=O)OC)C=C(C=C2C)NC(=NC#N)N(C)C (methyl 4'-[[2-n-propyl-4-methyl-6-(2-cyano-3,3-dimethyl-guanidino)-1H-benzimidazol-1-yl]-methyl]-biphenyl-2-carboxylate), [OH-].[Na+] (sodium hydroxide). Solvent: C(C)O (ethanol). The product is C(CC)C1=NC2=C(N1CC1=CC=C(C=C1)C=1C(=CC=CC1)C(=O)O)C=C(C=C2C)NC(=NC#N)N(C)C (4'-[[2-n-propyl-4-methyl-6-(2-cyano-3,3-dimethyl-guanidino) -1H-benzimidazol-1-yl]-methyl]-biphenyl-2-carboxylic acid). RXN SMILES: [CH2:1]([C:4]1[N:8]([CH2:9][C:10]2[CH:15]=[CH:14][C:13]([C:16]3[C:17]([C:22]([O:24]C)=[O:23])=[CH:18][CH:19]=[CH:20][CH:21]=3)=[CH:12][CH:11]=2)[C:7]2[CH:26]=[C:27]([NH:31][C:32]([N:36]([CH3:38])[CH3:37])=[N:33][C:34]#[N:35])[CH:28]=[C:29]([CH3:30])[C:6]=2[N:5]=1)[CH2:2][CH3:3].[OH-].[Na+]>C(O)C>[CH2:1]([C:4]1[N:8]([CH2:9][C:10]2[CH:15]=[CH:14][C:13]([C:16]3[C:17]([C:22]([OH:24])=[O:23])=[CH:18][CH:19]=[CH:20][CH:21]=3)=[CH:12][CH:11]=2)[C:7]2[CH:26]=[C:27]([NH:31][C:32]([N:36]([CH3:38])[CH3:37])=[N:33][C:34]#[N:35])[CH:28]=[C:29]([CH3:30])[C:6]=2[N:5]=1)[CH2:2][CH3:3] |f:1.2|. Reported procedure: Prepared analogously to Example 1d from methyl 4'-[[2-n-propyl-4-methyl-6-(2-cyano-3,3-dimethyl-guanidino)-1H-benzimidazol-1-yl]-methyl]-biphenyl-2-carboxylate and 2N sodium hydroxide solution in ethanol. Yields the product C=C(C)CC(C(=O)OC)c1cc(-c2ccc(C(F)(F)F)cc2)nc(-c2ccc(C(F)(F)F)cc2)c1. Reactants: C=C(C)CBr, C1CCOC1, COC(=O)Cc1cc(-c2ccc(C(F)(F)F)cc2)nc(-c2ccc(C(F)(F)F)cc2)c1, C[Si](C)(C)[N-][Si](C)(C)C, [K+]. RXN SMILES: [Br:42][CH2:43][C:44](=[CH2:45])[CH3:46].[CH2:47]1[O:48][CH2:49][CH2:50][CH2:51]1.[CH3:1][O:2][C:3]([CH2:4][c:5]1[cH:6][c:7](-[c:21]2[cH:22][cH:23][c:24]([C:27]([F:28])([F:29])[F:30])[cH:25][cH:26]2)[n:8][c:9](-[c:11]2[cH:12][cH:13][c:14]([C:17]([F:18])([F:19])[F:20])[cH:15][cH:16]2)[cH:10]1)=[O:31].[CH3:32][Si:33]([N-:34][Si:35]([CH3:36])([CH3:37])[CH3:38])([CH3:39])[CH3:40].[K+:41]>>[CH3:1][O:2][C:3]([CH:4]([c:5]1[cH:6][c:7](-[c:21]2[cH:22][cH:23][c:24]([C:27]([F:28])([F:29])[F:30])[cH:25][cH:26]2)[n:8][c:9](-[c:11]2[cH:12][cH:13][c:14]([C:17]([F:18])([F:19])[F:20])[cH:15][cH:16]2)[cH:10]1)[CH2:45][C:44](=[CH2:43])[CH3:46])=[O:31].